This data is from the Open Reaction Database (ORD), a public repository of structured organic reaction records. The task is: describe an organic reaction: reactants, conditions, products, and yield Run in C1CCOC1 (THF). Reaction conditions: time 30 minute. Starting materials: BrC1=C(C=C(OCC2=C(C=NN2C2=C(C=CC=C2Cl)Cl)C(C)C)C=C1)C (5-(4-Bromo-3-methyl-phenoxymethyl)-1-(2,6-dichloro-phenyl)-4-isopropyl-1H-pyrazole), C(CCC)[Li] (n-butyllithium), [Cl-].[NH4+] (ammonium chloride), CN(C=O)C (N,N-dimethylformamide). Reaction SMILES: Br[C:2]1[CH:25]=[CH:24][C:5]([O:6][CH2:7][C:8]2[N:12]([C:13]3[C:18]([Cl:19])=[CH:17][CH:16]=[CH:15][C:14]=3[Cl:20])[N:11]=[CH:10][C:9]=2[CH:21]([CH3:23])[CH3:22])=[CH:4][C:3]=1[CH3:26].C([Li])CCC.CN(C)[CH:34]=[O:35].[Cl-].[NH4+]>C1COCC1>[Cl:20][C:14]1[CH:15]=[CH:16][CH:17]=[C:18]([Cl:19])[C:13]=1[N:12]1[C:8]([CH2:7][O:6][C:5]2[CH:24]=[CH:25][C:2]([CH:34]=[O:35])=[C:3]([CH3:26])[CH:4]=2)=[C:9]([CH:21]([CH3:23])[CH3:22])[CH:10]=[N:11]1 |f:3.4|. Procedure: To a −78° C. solution of 5-(4-Bromo-3-methyl-phenoxymethyl)-1-(2,6-dichloro-phenyl)-4-isopropyl-1H-pyrazole (906 mg, 2.0 mmol) in anhydrous THF is added 1.6 M n-butyllithium (1.35 mL). After 30 minutes, N,N-dimethylformamide is added (0.5 mL, 6.4 mmol). After 30 minutes, saturated aqueous ammonium chloride is added. The mixture is extracted with ethyl acetate (2×). The combined ethyl acetate layers are dried (MgSO4) and concentrated under reduced pressure. The crude residue is purified via flash... Product: ClC1=C(C(=CC=C1)Cl)N1N=CC(=C1COC1=CC(=C(C=O)C=C1)C)C(C)C (4-[2-(2,6-Dichloro-phenyl)-4-isopropyl-2H-pyrazol-3-ylmethoxy]-2-methyl-benzaldehyde). The yield is 14.0%. Yields the product NCCCCCC(=O)NC1=C(C=CC=C1)N (6-amino-N-(2-aminophenyl)hexanamide). Run at time 3 hour. The reactants are NCCCCCC(=O)NC1=C(C=CC=C1)[N+](=O)[O-] (6-amino-N-(2-nitrophenyl)hexanamide). The reagents and catalysts are [Pd] (Pd—C). Reported procedure: A mixture of 4 (6.40 g, 25.7 mmol), 10% Pd—C (0.5 g), and methanol (200 mL) was stirred under a hydrogen balloon at room temperature for 3 hours. The catalyst was filtered off and washed with additional methanol. Solvent was removed in vacuo to give 5.8 g of Template 1 as an off white solid LC-MS (M++1) 222. 1H NMR (DMSO-d6) δ 1.34 (m, 4H), 1.57 (m, 2H), 2.29 (t, J=5.4 Hz, 2H), 2.49 (br, s, 2H), 2.54 (t, J=5.4 Hz, 2H), 4.32 (br, s, 2H), 6.52 (dd, J=6 Hz, J=6 Hz, 1H), 6.70 (d, J=6 Hz, 1H), 6.87 (... The solvent is CO (methanol). RXN SMILES: [NH2:1][CH2:2][CH2:3][CH2:4][CH2:5][CH2:6][C:7]([NH:9][C:10]1[CH:15]=[CH:14][CH:13]=[CH:12][C:11]=1[N+:16]([O-])=O)=[O:8]>[Pd].CO>[NH2:1][CH2:2][CH2:3][CH2:4][CH2:5][CH2:6][C:7]([NH:9][C:10]1[CH:15]=[CH:14][CH:13]=[CH:12][C:11]=1[NH2:16])=[O:8]. The reactants are CCCCCCC(C)(C)c1ccc(C=O)c(OCc2ccccc2)c1, ClCCl, CC(=O)C=P(c1ccccc1)(c1ccccc1)c1ccccc1. Product: CCCCCCC(C)(C)c1ccc(C=CC(C)=O)c(OCc2ccccc2)c1. Reaction SMILES: [CH2:1]([c:2]1[cH:3][cH:4][cH:5][cH:6][cH:7]1)[O:8][c:9]1[c:10]([CH:11]=[O:12])[cH:13][cH:14][c:15]([C:17]([CH2:18][CH2:19][CH2:20][CH2:21][CH2:22][CH3:23])([CH3:24])[CH3:25])[cH:16]1.[Cl:49][CH2:50][Cl:51].[c:26]1([P:27]([c:28]2[cH:29][cH:30][cH:31][cH:32][cH:37]2)(=[CH:33][C:34]([CH3:35])=[O:36])[c:38]2[cH:39][cH:40][cH:41][cH:42][cH:43]2)[cH:44][cH:45][cH:46][cH:47][cH:48]1>>[CH2:1]([c:2]1[cH:3][cH:4][cH:5][cH:6][cH:7]1)[O:8][c:9]1[c:10]([CH:11]=[CH:33][C:34]([CH3:35])=[O:36])[cH:13][cH:14][c:15]([C:17]([CH2:18][CH2:19][CH2:20][CH2:21][CH2:22][CH3:23])([CH3:24])[CH3:25])[cH:16]1.